Dataset: the Open Reaction Database (ORD), a public repository of structured organic reaction records. Task: describe an organic reaction: reactants, conditions, products, and yield Solvent: O1CCCC1 (tetrahydrofuran), C1=CC=CC=C1 (benzene), O1CCCC1 (tetrahydrofuran). Run at time 15 hour. RXN SMILES: B1C2CCCC1CCC2.[CH2:10]([O:12][CH:13]([O:16][CH2:17][CH3:18])[CH:14]=[CH2:15])[CH3:11].P([O-])([O-])([O-])=O.[K+].[K+].[K+].Br[C:28]1[CH:37]=[N:36][C:31]2=[N:32][CH:33]=[CH:34][N:35]=[C:30]2[CH:29]=1>O1CCCC1.C1C=CC=CC=1>[CH2:10]([O:12][CH:13]([O:16][CH2:17][CH3:18])[CH2:14][CH2:15][C:28]1[CH:37]=[N:36][C:31]2=[N:32][CH:33]=[CH:34][N:35]=[C:30]2[CH:29]=1)[CH3:11] |f:2.3.4.5|. Product: C(C)OC(CCC1=CC=2C(=NC=CN2)N=C1)OCC (7-(3,3-diethoxypropyl)-pyrido[2,3-b]pyrazine). Procedure: To a solution of 9-BBN (10.2 mL of a 0.5M solution in tetrahydrofuran) at 0° C. was added dropwise 0.77 mL of acrolein diethyl acetal and the mixture allowed to warm slowly to room temperature. After 15 hours, the mixture was diluted with 12 mL dry tetrahydrofuran followed by the sequential addition of potassium phosphate (1.6 g), palladium(1,1'-bis(diphenylphosphino)ferrocenyl) dichloride (160 mg) and 7-bromo-pyrido[2,3-b]pyrazine (924 mg) and then heated to reflux on an oil bath. After 5 hours... Starting materials: P(=O)([O-])([O-])[O-].[K+].[K+].[K+] (potassium phosphate), palladium(1,1'-bis(diphenylphosphino)ferrocenyl) dichloride, BrC1=CC=2C(=NC=CN2)N=C1 (7-bromo-pyrido[2,3-b]pyrazine), B1C2CCCC1CCC2 (9-BBN), solution, C(C)OC(C=C)OCC (acrolein diethyl acetal). RXN SMILES: [C:1]([CH3:2])(=[O:3])[O:4][CH2:5][c:6]1[n:7][c:8]2[cH:9][c:10]3[c:11]([cH:12][c:13]2[c:14](=[O:24])[n:15]1[CH2:16][O:17][C:18]([C:19]([CH3:20])([CH3:21])[CH3:22])=[O:23])[CH:25]([NH:28][c:29]1[cH:30][cH:31][c:32]([C:33](=[O:34])[O:35][C:36]([CH3:37])([CH3:38])[CH3:39])[cH:40][cH:41]1)[CH2:26][CH2:27]3.[C:48]([BH3-:49])#[N:50].[CH2:46]=[O:47].[CH2:52]1[O:53][CH2:54][CH2:55][CH2:56]1.[CH3:42][C:43](=[O:44])[OH:45].[Na+:51]>>[C:1]([CH3:2])(=[O:3])[O:4][CH2:5][c:6]1[n:7][c:8]2[cH:9][c:10]3[c:11]([cH:12][c:13]2[c:14](=[O:24])[n:15]1[CH2:16][O:17][C:18]([C:19]([CH3:20])([CH3:21])[CH3:22])=[O:23])[CH:25]([N:28]([c:29]1[cH:30][cH:31][c:32]([C:33](=[O:34])[O:35][C:36]([CH3:37])([CH3:38])[CH3:39])[cH:40][cH:41]1)[CH3:42])[CH2:26][CH2:27]3. Yields the product CC(=O)OCc1nc2cc3c(cc2c(=O)n1COC(=O)C(C)(C)C)C(N(C)c1ccc(C(=O)OC(C)(C)C)cc1)CC3. The reactants are CC(=O)OCc1nc2cc3c(cc2c(=O)n1COC(=O)C(C)(C)C)C(Nc1ccc(C(=O)OC(C)(C)C)cc1)CC3, [BH3-]C#N, C=O, C1CCOC1, CC(=O)O, [Na+].